describe an organic reaction: reactants, conditions, products, and yield From a dataset of the Open Reaction Database (ORD), a public repository of structured organic reaction records. The reactants are OO (H2O2), O (water), [OH-].[Na+] (NaOH), CNS(=O)(=O)C1=CC=C(CNC(=O)C=2C=3C=NN(C3C=C(C2)Br)C2=CC=C(C=C2)F)C=C1 (6-bromo-1-(4-fluoro-phenyl)-1H-indazole-4-carboxylic acid 4-methylsulfamoyl-benzylamide), B1(OC(C(O1)(C)C)(C)C)B2OC(C(O2)(C)C)(C)C (bis(pinacolato)diboron), C(C)(=O)[O-].[K+] (potassium acetate). Reagents/catalysts: C1=CC=C(C=C1)P([C-]2C=CC=C2)C3=CC=CC=C3.C1=CC=C(C=C1)P([C-]2C=CC=C2)C3=CC=CC=C3.Cl[Pd]Cl.[Fe+2] (PdCl2(dppf)). Run in C1CCOC1 (THF). Conditions: temperature 80 celsius, time 3 hour. Product: CNS(=O)(=O)C1=CC=C(CNC(=O)C=2C=3C=NN(C3C=C(C2)O)C2=CC=C(C=C2)F)C=C1 (1-(4-Fluoro-phenyl)-6-hydroxy-1H-indazole-4-carboxylic acid 4-methylsulfamoyl-benzylamide). Reaction SMILES: [CH3:1][NH:2][S:3]([C:6]1[CH:32]=[CH:31][C:9]([CH2:10][NH:11][C:12]([C:14]2[C:15]3[CH:16]=[N:17][N:18]([C:24]4[CH:29]=[CH:28][C:27]([F:30])=[CH:26][CH:25]=4)[C:19]=3[CH:20]=[C:21](Br)[CH:22]=2)=[O:13])=[CH:8][CH:7]=1)(=[O:5])=[O:4].B1(B2OC(C)(C)C(C)(C)O2)OC(C)(C)C(C)(C)[O:34]1.C([O-])(=O)C.[K+].OO.O.[OH-].[Na+]>C1C=CC(P(C2C=CC=CC=2)[C-]2C=CC=C2)=CC=1.C1C=CC(P(C2C=CC=CC=2)[C-]2C=CC=C2)=CC=1.Cl[Pd]Cl.[Fe+2].C1COCC1>[CH3:1][NH:2][S:3]([C:6]1[CH:32]=[CH:31][C:9]([CH2:10][NH:11][C:12]([C:14]2[C:15]3[CH:16]=[N:17][N:18]([C:24]4[CH:29]=[CH:28][C:27]([F:30])=[CH:26][CH:25]=4)[C:19]=3[CH:20]=[C:21]([OH:34])[CH:22]=2)=[O:13])=[CH:8][CH:7]=1)(=[O:5])=[O:4] |f:2.3,6.7,8.9.10.11|. Procedure details: A mixture of 6-bromo-1-(4-fluoro-phenyl)-1H-indazole-4-carboxylic acid 4-methylsulfamoyl-benzylamide (0.1 g, 0.2 mmol), bis(pinacolato)diboron (0.1 g, 0.4 mmol), PdCl2(dppf) (0.04 g, 0.05 mmol), potassium acetate (0.05 g, 0.5 mmol) was charged in a sealed tube with anhydrous THF (7 mL). The solution was warmed at 80° C. for 16 hours. The reaction mixture was cooled to room temperature and quenched with water (15 mL) and diluted with CH2Cl2 (20 mL). The organic layer was separated and washed with... Product: C(C)(C)(C)OC(COC1=CC(=CC=C1)CNCC1=CC=C(C=C1)C=1SC=CN1)=O ({3-[(4-Thiazol-2-yl-benzylamino)-methyl]-phenoxy}-acetic acid tert-butyl ester). Reported procedure: The title compound of Step A was prepared from {3-[(4-pyrazin-2-yl-benzylamino)-methyl]-phenoxy}-acetic acid tert-butyl ester, prepared in Step A of Example 13b, and benzenesulfonyl chloride following the method described in Example 3, Step B. 1H NMR (400 MHz, CDCl3) δ 8.97 (s, 1H), 8.60 (m, 1H), 8.49 (m, 1H), 7.87 (m, 4H), 7.61-7.51 (m, 3H), 7.26-7.08 (m, 3H), 6.75 (m, 1H), 6.63 (m, 1H), 6.58 (m, 1H), 4.38 (s, 2H), 4.34 (s, 2H), 4.31 (s, 2H), 1.47 (s, 9H); MS 546 (M+1). As a reaction SMILES: [C:1]([O:5][C:6](=[O:30])[CH2:7][O:8][C:9]1[CH:14]=[CH:13][CH:12]=[C:11]([CH2:15][NH:16][CH2:17][C:18]2[CH:23]=[CH:22][C:21]([C:24]3C=N[CH:27]=[CH:26][N:25]=3)=[CH:20][CH:19]=2)[CH:10]=1)([CH3:4])([CH3:3])[CH3:2].C1([S:37](Cl)(=O)=O)C=CC=CC=1>>[C:1]([O:5][C:6](=[O:30])[CH2:7][O:8][C:9]1[CH:14]=[CH:13][CH:12]=[C:11]([CH2:15][NH:16][CH2:17][C:18]2[CH:23]=[CH:22][C:21]([C:24]3[S:37][CH:27]=[CH:26][N:25]=3)=[CH:20][CH:19]=2)[CH:10]=1)([CH3:4])([CH3:3])[CH3:2]. The reactants are C(C)(C)(C)OC(COC1=CC(=CC=C1)CNCC1=CC=C(C=C1)C1=NC=CN=C1)=O ({3-[(4-pyrazin-2-yl-benzylamino)-methyl]-phenoxy}-acetic acid tert-butyl ester), C1(=CC=CC=C1)S(=O)(=O)Cl (benzenesulfonyl chloride).